Dataset: the Open Reaction Database (ORD), a public repository of structured organic reaction records. Task: describe an organic reaction: reactants, conditions, products, and yield Reactants: C=COC(=O)N1CC2CC3C4CC(F)C5=CC(=O)C=CC5(C)C4(F)C(O)CC3(C)C2(C(C)=O)C1, ClCCl, Cl, C1COCCO1. The product is Cl, CC(=O)C12CNCC1CC1C3CC(F)C4=CC(=O)C=CC4(C)C3(F)C(O)CC12C. Reaction SMILES: [CH:1]([O:2][C:3](=[O:4])[N:6]1[CH2:7][CH:8]2[CH2:9][CH:10]3[C:11]([CH3:34])([CH2:12][CH:13]([OH:28])[C:14]4([F:27])[C:15]5([CH3:26])[CH:16]=[CH:17][C:18](=[O:25])[CH:19]=[C:20]5[CH:21]([F:24])[CH2:22][CH:23]34)[C:29]2([C:31]([CH3:32])=[O:33])[CH2:30]1)=[CH2:5].[Cl:42][CH2:43][Cl:44].[ClH:35].[O:36]1[CH2:37][CH2:38][O:39][CH2:40][CH2:41]1>>[ClH:35].[NH:6]1[CH2:7][CH:8]2[CH2:9][CH:10]3[C:11]([CH3:34])([CH2:12][CH:13]([OH:28])[C:14]4([F:27])[C:15]5([CH3:26])[CH:16]=[CH:17][C:18](=[O:25])[CH:19]=[C:20]5[CH:21]([F:24])[CH2:22][CH:23]34)[C:29]2([C:31]([CH3:32])=[O:33])[CH2:30]1. The reactants are CC(C)(C)[O-], COCCOC, CCCCC(C)O, Nc1nc(F)nc2c1ncn2C1CCCCO1, [Na+]. Yields the product CCCCC(C)Oc1nc(N)c2ncn(C3CCCCO3)c2n1. Reaction SMILES: [CH3:1][C:2]([CH3:3])([O-:4])[CH3:5].[CH3:31][O:32][CH2:33][CH2:34][O:35][CH3:36].[CH3:7][CH:8]([CH2:9][CH2:10][CH2:11][CH3:12])[OH:13].[F:14][c:15]1[n:16][c:17]([NH2:30])[c:18]2[n:19][cH:20][n:21]([CH:24]3[O:25][CH2:26][CH2:27][CH2:28][CH2:29]3)[c:22]2[n:23]1.[Na+:6]>>[CH3:7][CH:8]([CH2:9][CH2:10][CH2:11][CH3:12])[O:13][c:15]1[n:16][c:17]([NH2:30])[c:18]2[n:19][cH:20][n:21]([CH:24]3[O:25][CH2:26][CH2:27][CH2:28][CH2:29]3)[c:22]2[n:23]1.